From a dataset of the Open Reaction Database (ORD), a public repository of structured organic reaction records. describe an organic reaction: reactants, conditions, products, and yield Starting materials: Cl (hydrochloric acid), C([O-])(O)=O.[Na+] (sodium bicarbonate), 3, NC1CCCC2=CC=CC=C12 (1-amino-1,2,3,4-tetrahydronaphthalene), BrCCCC(=O)OCC (ethyl 4-bromobutyrate), C(C)OCC (diethyl ether), C(C)OCC (diethyl ether), residue. Solvent: O (water). Yields the product C1(CCCC2=CC=CC=C12)N(C(C)=O)CCCC(=O)O (4-[N-(1,2,3,4-tetrahydro-1-naphthyl)acetamido]butyric acid). The yield is 57.7%. RXN SMILES: [NH2:1][CH:2]1[C:11]2[C:6](=[CH:7][CH:8]=[CH:9][CH:10]=2)[CH2:5][CH2:4][CH2:3]1.Br[CH2:13][CH2:14][CH2:15][C:16]([O:18]CC)=[O:17].Cl.C(=O)(O)[O-].[Na+].[CH2:27]([O:29]CC)[CH3:28]>O>[CH:2]1([N:1]([CH2:13][CH2:14][CH2:15][C:16]([OH:18])=[O:17])[C:27](=[O:29])[CH3:28])[C:11]2[C:6](=[CH:7][CH:8]=[CH:9][CH:10]=2)[CH2:5][CH2:4][CH2:3]1 |f:3.4|. Procedure: R1 =--CH3, R=1,2,3,4-tetrahydro-1-naphthyl, n=3 14.7 g of 1-amino-1,2,3,4-tetrahydronaphthalene and 9.7 g of ethyl 4-bromobutyrate are stirred together for 48 hours at room temperature. After addition of 200 ml of diethyl ether thereto the resulting precipitate is filtered off, and the filtrate is shaken with dilute hydrochloric acid. The hydrochloric acid extract is neutralized (pH approx. 7) with dilute ammonia solution. The separated oil is taken up in diethyl ether, and the residue (10.9 g),... The reactants are [BH3-]C#N, Cc1cc(C)c(CNC(=O)c2cc(C3=CCN(C(=O)C4CCNCC4)CC3)nc3c2cnn3C(C)C)c(=O)[nH]1, CO, [Na+]. Product: Cc1cc(C)c(CNC(=O)c2cc(C3=CCN(C(=O)C4CCN(C)CC4)CC3)nc3c2cnn3C(C)C)c(=O)[nH]1. RXN SMILES: [C:40]([BH3-:41])#[N:42].[CH3:1][c:2]1[c:3]([CH2:10][NH:11][C:12](=[O:13])[c:14]2[c:15]3[c:16]([n:17][c:18]([C:20]4=[CH:25][CH2:24][N:23]([C:26](=[O:27])[CH:28]5[CH2:29][CH2:30][NH:31][CH2:32][CH2:33]5)[CH2:22][CH2:21]4)[cH:19]2)[n:34]([CH:37]([CH3:38])[CH3:39])[n:35][cH:36]3)[c:4](=[O:9])[nH:5][c:6]([CH3:8])[cH:7]1.[CH3:44][OH:45].[Na+:43]>>[CH3:1][c:2]1[c:3]([CH2:10][NH:11][C:12](=[O:13])[c:14]2[c:15]3[c:16]([n:17][c:18]([C:20]4=[CH:25][CH2:24][N:23]([C:26](=[O:27])[CH:28]5[CH2:29][CH2:30][N:31]([CH3:40])[CH2:32][CH2:33]5)[CH2:22][CH2:21]4)[cH:19]2)[n:34]([CH:37]([CH3:38])[CH3:39])[n:35][cH:36]3)[c:4](=[O:9])[nH:5][c:6]([CH3:8])[cH:7]1. Reactants: B, Cc1c(C(=O)O)cccc1-n1cccc1, CCOCC, C1CCOC1, C1CCOC1, O. Yields the product Cc1c(CO)cccc1-n1cccc1. Reaction SMILES: [BH3:21].[CH3:1][c:2]1[c:3]([C:4](=[O:5])[OH:6])[cH:7][cH:8][cH:9][c:10]1-[n:11]1[cH:12][cH:13][cH:14][cH:15]1.[CH3:22][CH2:23][O:24][CH2:25][CH3:26].[O:16]1[CH2:17][CH2:18][CH2:19][CH2:20]1.[O:28]1[CH2:29][CH2:30][CH2:31][CH2:32]1.[OH2:27]>>[CH3:1][c:2]1[c:3]([CH2:4][OH:5])[cH:7][cH:8][cH:9][c:10]1-[n:11]1[cH:12][cH:13][cH:14][cH:15]1. Starting materials: O (Water), BrCCCCCCBr (1,6-dibromohexane), [H-].[Na+] (sodium hydride), C(C)(=O)NC1=C(C=C(C=C1)C=1OC2=C(C(C1)=O)C(=C(C=C2F)F)N)F (2-(4-Acetylamino-3-fluorophenyl)-5-amino-6,8-difluoro-4H-1-benzopyran-4-one). The solvent is CN(C=O)C (dimethylformamide). Reaction conditions: time 2 hour. Product: C(C)(=O)N(CCCCCCBr)C1=C(C=C(C=C1)C=1OC2=C(C(C1)=O)C(=C(C=C2F)F)N)F (2-[4-[N-acetyl-N-(6-bromohexyl)amino]-3-fluorophenyl]-5-amino-6,8-difluoro-4H-1-benzopyran-4-one). The yield is 83.0%. RXN SMILES: [C:1]([NH:4][C:5]1[CH:10]=[CH:9][C:8]([C:11]2[O:12][C:13]3[C:21]([F:22])=[CH:20][C:19]([F:23])=[C:18]([NH2:24])[C:14]=3[C:15](=[O:17])[CH:16]=2)=[CH:7][C:6]=1[F:25])(=[O:3])[CH3:2].[Br:26][CH2:27][CH2:28][CH2:29][CH2:30][CH2:31][CH2:32]Br.[H-].[Na+].O>CN(C)C=O>[C:1]([N:4]([C:5]1[CH:10]=[CH:9][C:8]([C:11]2[O:12][C:13]3[C:21]([F:22])=[CH:20][C:19]([F:23])=[C:18]([NH2:24])[C:14]=3[C:15](=[O:17])[CH:16]=2)=[CH:7][C:6]=1[F:25])[CH2:32][CH2:31][CH2:30][CH2:29][CH2:28][CH2:27][Br:26])(=[O:3])[CH3:2] |f:2.3|. Procedure details: 5.00 g (14.4 mmol) of Compound 27 obtained in Example 27 was dissolved in 150 ml of dimethylformamide under argon atmosphere, 10.9 ml of 1,6-dibromohexane and 575 mg of sodium hydride (60% oil dispersion) were added under ice-cooling and the mixture was stirred at room temperature for 2 hours. Water was added to the reaction solution and the mixture was extracted with ethyl acetate. The organic layer was washed once with water and once with an aqueous saturated solution of sodium chloride and dr... Product: CCC1(C)CC(O)C(C)C(C)(CC)N1. The reactants are [BH4-], CCC1(C)CC(=O)C(C)C(C)(CC)N1, CCO, [Na+], [Na+], [OH-]. Reaction SMILES: [BH4-:17].[CH2:1]([CH3:2])[C:3]1([CH3:14])[NH:4][C:5]([CH3:11])([CH2:12][CH3:13])[CH2:6][C:7](=[O:10])[CH:8]1[CH3:9].[CH3:19][CH2:20][OH:21].[Na+:16].[Na+:18].[OH-:15]>>[CH2:1]([CH3:2])[C:3]1([CH3:14])[NH:4][C:5]([CH3:11])([CH2:12][CH3:13])[CH2:6][CH:7]([OH:10])[CH:8]1[CH3:9]. The reactants are C(C)(C)(C)OC(=O)N1C(=CC=C1)C1=NC=C(C(=O)OC)C=C1[N+](=O)[O-] (methyl 6-(1-(tert-butoxycarbonyl)-1H-pyrrol-2-yl)-5-nitronicotinate). The reagents and catalysts are [Fe] (IRON). Run in C(C)(=O)O (Acetic Acid). Reaction conditions: temperature 80 celsius, time 6 hour. Yields the product O=C1NC2=C(C=3N1C=CC3)N=CC(=C2)C(=O)OC (methyl 6-oxo-5,6-dihydropyrido[2,3-e]pyrrolo[1,2-c]pyrimidine-3-carboxylate). The yield is 62.7%. As a reaction SMILES: C([O:5][C:6]([N:8]1[CH:12]=[CH:11][CH:10]=[C:9]1[C:13]1[C:22]([N+:23]([O-])=O)=[CH:21][C:16]([C:17]([O:19][CH3:20])=[O:18])=[CH:15][N:14]=1)=O)(C)(C)C>C(O)(=O)C.[Fe]>[O:5]=[C:6]1[N:8]2[CH:12]=[CH:11][CH:10]=[C:9]2[C:13]2[N:14]=[CH:15][C:16]([C:17]([O:19][CH3:20])=[O:18])=[CH:21][C:22]=2[NH:23]1. Reported procedure: To a suspension of methyl 6-(1-(tert-butoxycarbonyl)-1H-pyrrol-2-yl)-5-nitronicotinate (0.0672 g, 0.193 mmol) in Acetic Acid (Volume: 1.5 mL) was added IRON (0.054 g, 0.967 mmol) at 23° C. The reaction was stirred at 80° C. for 6 hr. The reaction mixture was then cooled to room temperature and concentrated to dryness via rotary evaporation. The resulting residue was diluted with 1:1 DCM:MeOH (4 mL), filtered, rinsed with 1:1 DCM:MeOH (3×2 mL), and the filtrate was then concentrated to dryness vi...